From a dataset of the Open Reaction Database (ORD), a public repository of structured organic reaction records. describe an organic reaction: reactants, conditions, products, and yield The reactants are O=C([O-])[O-], Cc1nnc(-c2ccc3occ(-c4ccc(O)cc4)c3c2)o1, CN(C)C=O, CCOC(C)=O, CSCCCl, [I-], [K+], [K+], [Na+]. The product is CSCCOc1ccc(-c2coc3ccc(-c4nnc(C)o4)cc23)cc1. RXN SMILES: [C:30](=[O:31])([O-:32])[O-:33].[CH3:1][c:2]1[n:3][n:4][c:5](-[c:7]2[cH:8][cH:9][c:10]3[c:11]([c:12](-[c:15]4[cH:16][cH:17][c:18]([OH:21])[cH:19][cH:20]4)[cH:13][o:14]3)[cH:22]2)[o:6]1.[CH3:36][N:37]([CH3:38])[CH:39]=[O:40].[CH3:41][CH2:42][O:43][C:44](=[O:45])[CH3:46].[Cl:23][CH2:24][CH2:25][S:26][CH3:27].[I-:29].[K+:34].[K+:35].[Na+:28]>>[CH3:1][c:2]1[n:3][n:4][c:5](-[c:7]2[cH:8][cH:9][c:10]3[c:11]([c:12](-[c:15]4[cH:16][cH:17][c:18]([O:21][CH2:24][CH2:25][S:26][CH3:27])[cH:19][cH:20]4)[cH:13][o:14]3)[cH:22]2)[o:6]1. The reactants are COC(C=CCC1=C2C=CNC2=CC=C1)=O (4-(Indol-4-yl)-but-2-enoic acid methyl ester), C([O-])(O)=O.[Na+] (sodium bicarbonate), P(=O)(Cl)(Cl)Cl (Phosphorous oxychoride), ice. Run in CN(C)C=O (DMF), CN(C)C=O (DMF), O (water). Run at temperature 35 celsius, time 0.5 hour. The product is COC(C=CCC1=C2C(=CNC2=CC=C1)C=O)=O (4-(3-Formylindol-4-yl)-but-2-enoic acid methyl ester). Reaction SMILES: P(Cl)(Cl)(Cl)=O.[CH3:6][O:7][C:8](=[O:21])[CH:9]=[CH:10][CH2:11][C:12]1[CH:20]=[CH:19][CH:18]=[C:17]2[C:13]=1[CH:14]=[CH:15][NH:16]2.[C:22](=O)(O)[O-:23].[Na+]>CN(C=O)C.O>[CH3:6][O:7][C:8](=[O:21])[CH:9]=[CH:10][CH2:11][C:12]1[CH:20]=[CH:19][CH:18]=[C:17]2[C:13]=1[C:14]([CH:22]=[O:23])=[CH:15][NH:16]2 |f:2.3|. Reported procedure: Phosphorous oxychoride (0.65 g, 4.16 mmol) was added dropwise to DMF (3 mL) at 0° C. After 0.5 hour, Example 7b (0.81 g, 3.70 mmol) in DMF (3 mL) was added at 0° C., then the mixture warmed to 35° C. for 0.75 hour. The solution was cooled to ambient temperature and crushed ice (10 g) was added. Solid sodium bicarbonate was added and to pH 8, the mixture diluted with water (100 mL), and the aqueous extracted with ethyl acetate (3×). The organic phase was separated, dried over anhydrous sodium sul... Starting materials: C1CCOC1, Cl, COC(=O)Cc1ccc(-n2ccnn2)cc1OCC(F)(F)F, [Li+], [OH-], O, O. The product is O=C(O)Cc1ccc(-n2ccnn2)cc1OCC(F)(F)F. As a reaction SMILES: [CH2:28]1[O:29][CH2:30][CH2:31][CH2:32]1.[ClH:27].[F:1][C:2]([CH2:3][O:4][c:5]1[c:6]([CH2:16][C:17](=[O:18])[O:19][CH3:20])[cH:7][cH:8][c:9](-[n:11]2[n:12][n:13][cH:14][cH:15]2)[cH:10]1)([F:21])[F:22].[Li+:25].[OH-:24].[OH2:23].[OH2:26]>>[F:1][C:2]([CH2:3][O:4][c:5]1[c:6]([CH2:16][C:17](=[O:18])[OH:19])[cH:7][cH:8][c:9](-[n:11]2[n:12][n:13][cH:14][cH:15]2)[cH:10]1)([F:21])[F:22].